This data is from the Open Reaction Database (ORD), a public repository of structured organic reaction records. The task is: describe an organic reaction: reactants, conditions, products, and yield Reactants: OCCBr, [K+], [K+], Nc1cc(O)c2ccccc2n1, O=C([O-])[O-], CN(C)C=O. Product: Nc1cc(OCCO)c2ccccc2n1. As a reaction SMILES: [Br:19][CH2:20][CH2:21][OH:22].[K+:13].[K+:14].[NH2:1][c:2]1[n:3][c:4]2[cH:5][cH:6][cH:7][cH:8][c:9]2[c:10]([OH:12])[cH:11]1.[O-:15][C:16]([O-:17])=[O:18].[O:23]=[CH:24][N:25]([CH3:26])[CH3:27]>>[NH2:1][c:2]1[n:3][c:4]2[cH:5][cH:6][cH:7][cH:8][c:9]2[c:10]([O:12][CH2:20][CH2:21][OH:22])[cH:11]1. The reactants are C(=O)(OC)C1=C(C=CC=C1)S(=O)(=O)N (2-carbomethoxybenzenesulfonamide), NC1=NC2=NC(=NC(=C2N1C)Cl)Cl (8-amino-2,6-dichloro-7-methylpurine). Run in N1=CC=CC=C1 (pyridine). Run at time 3 hour. Product: ClC1=NC(=C2N(C(=NC2=N1)NS(=O)(=O)C1=C(C=CC=C1)C(=O)OC)C)Cl (N1 -(2,6-dichloro-7-methyl-8-purinyl)-2-carbomethoxybenzenesulfonamide). Reaction SMILES: [C:1]([C:5]1[CH:10]=[CH:9][CH:8]=[CH:7][C:6]=1[S:11]([NH2:14])(=[O:13])=[O:12])([O:3][CH3:4])=[O:2].N[C:16]1[N:24]([CH3:25])[C:23]2[C:18](=[N:19][C:20]([Cl:27])=[N:21][C:22]=2[Cl:26])[N:17]=1>N1C=CC=CC=1>[Cl:27][C:20]1[N:19]=[C:18]2[C:23]([N:24]([CH3:25])[C:16]([NH:14][S:11]([C:6]3[CH:7]=[CH:8][CH:9]=[CH:10][C:5]=3[C:1]([O:3][CH3:4])=[O:2])(=[O:13])=[O:12])=[N:17]2)=[C:22]([Cl:26])[N:21]=1. Reported procedure: At 70° C., 6.60 g (28 mmol) of 2-carbomethoxybenzenesulfonamide was added to a suspension of 3.00 g (14.0 mmol) of 8-amino-2,6-dichloro-7-methylpurine in 150 ml of pyridine. After 3 hours at 70°-80° C., the reaction mixture was evaporated down in a rotary evaporator, and the residue was stirred into ice/H2O and acidified with dilute HCl. The desired product was obtained in the form of a brown powder having the following physical data (active ingredient 1.020) The reactants are CCN(C(C)C)C(C)C, CNC(=O)N1CC[NH2+]CC1, CS(C)=O, [Cl-], CCc1cc(CCl)cc(Nc2ncc(C#N)s2)n1, O. Product: CCc1cc(CN2CCN(C(=O)NC)CC2)cc(Nc2ncc(C#N)s2)n1. RXN SMILES: [CH2:30]([N:31]([CH:32]([CH3:33])[CH3:34])[CH:35]([CH3:36])[CH3:37])[CH3:38].[CH3:20][NH:21][C:22](=[O:23])[N:24]1[CH2:25][CH2:26][NH2+:27][CH2:28][CH2:29]1.[CH3:39][S:40]([CH3:41])=[O:42].[Cl-:19].[Cl:1][CH2:2][c:3]1[cH:4][c:5]([NH:11][c:12]2[s:13][c:14]([C:17]#[N:18])[cH:15][n:16]2)[n:6][c:7]([CH2:9][CH3:10])[cH:8]1.[OH2:43]>>[CH2:2]([c:3]1[cH:4][c:5]([NH:11][c:12]2[s:13][c:14]([C:17]#[N:18])[cH:15][n:16]2)[n:6][c:7]([CH2:9][CH3:10])[cH:8]1)[N:27]1[CH2:26][CH2:25][N:24]([C:22]([NH:21][CH3:20])=[O:23])[CH2:29][CH2:28]1. The reactants are ClC1=C(C=C(C(=C1)C)O)N1C(N2C(=CCCC2)C1=O)=O (2-(2-chloro-4-methyl-5-hydroxyphenyl)-5,6-dihydroimidazo [1,5-a] pyridine-1,3[2H, 7H]-dione), CI (methyliodide), C([O-])([O-])=O.[K+].[K+] (potassium carbonate), [Cl-].[NH4+] (ammonium chloride). Run in C(C)#N (acetonitrile). Yields the product ClC1=C(C=C(C(=C1)C)OC)N1C(N2C(=CCCC2)C1=O)=O (2-(2-chloro-4-methyl-5-methoxyphenyl)-5,6-dihydroimidazo [1,5-a] pyridine-1,3[2H, 7H]-dione). The yield is 64.6%. Reaction SMILES: [Cl:1][C:2]1[CH:7]=[C:6]([CH3:8])[C:5]([OH:9])=[CH:4][C:3]=1[N:10]1[C:18](=[O:19])[C:13]2=[CH:14][CH2:15][CH2:16][CH2:17][N:12]2[C:11]1=[O:20].CI.[C:23](=O)([O-])[O-].[K+].[K+].[Cl-].[NH4+]>C(#N)C>[Cl:1][C:2]1[CH:7]=[C:6]([CH3:8])[C:5]([O:9][CH3:23])=[CH:4][C:3]=1[N:10]1[C:18](=[O:19])[C:13]2=[CH:14][CH2:15][CH2:16][CH2:17][N:12]2[C:11]1=[O:20] |f:2.3.4,5.6|. Reported procedure: An acetonitrile (10 mL) solution of 2-(2-chloro-4-methyl-5-hydroxyphenyl)-5,6-dihydroimidazo [1,5-a] pyridine-1,3[2H, 7H]-dione (0.34 g, 1.11 mmol), methyliodide (0.08 mL, 1.22 mmol) and potassium carbonate (0.15 g, 1.11 mmol) was stirred for 30 minutes under reflux. A saturated ammonium chloride solution (20 mL) was added to the resulting mixture and the organic layer was separated. The aqueous layer was extracted with diethyl ether (10 mL×2 times), and the organic layer combined was washed wit...